Dataset: the Open Reaction Database (ORD), a public repository of structured organic reaction records. Task: describe an organic reaction: reactants, conditions, products, and yield The reactants are C(=O)(OCC)C=1C=NC2=CC(=C(C=C2C1O)OC)OC (3-carbethoxy-4-hydroxy-6,7-dimethoxyquinoline), P(=O)(Cl)(Cl)Cl (phosphorous oxychloride), [OH-].[NH4+] (ammonium hydroxide). Run at temperature 10 celsius, time 30 minute. The product is C(=O)(OCC)C=1C=NC2=CC(=C(C=C2C1Cl)OC)OC (3-Carbethoxy-4-chloro-6,7-dimethoxylquinoline). As a reaction SMILES: [C:1]([C:6]1[CH:7]=[N:8][C:9]2[C:14]([C:15]=1O)=[CH:13][C:12]([O:17][CH3:18])=[C:11]([O:19][CH3:20])[CH:10]=2)([O:3][CH2:4][CH3:5])=[O:2].P(Cl)(Cl)([Cl:23])=O.[OH-].[NH4+]>>[C:1]([C:6]1[CH:7]=[N:8][C:9]2[C:14]([C:15]=1[Cl:23])=[CH:13][C:12]([O:17][CH3:18])=[C:11]([O:19][CH3:20])[CH:10]=2)([O:3][CH2:4][CH3:5])=[O:2] |f:2.3|. Procedure details: A mixture of 28.8 g of 3-carbethoxy-4-hydroxy-6,7-dimethoxyquinoline and 16.6 ml of phosphorous oxychloride was stirred at 1 10° C. for 30 min, cooled to 0° C., and treated with a mixture of ice and ammonium hydroxide. The resulting grey solid was filtered, washed with water and ether, and dried, mp 147-150° C. The reactants are FC1=C(CC2N(CCC(C2)C(=O)O)C(=O)OC)C(=CC=C1)F (2-(2,6-Difluorobenzyl)-1-(methoxycarbonyl)piperidine-4-carboxylic acid), FC1=C(CC2N(CCC(C2)C(=O)O)C(=O)OC)C(=CC=C1)F (2-(2,6-Difluorobenzyl)-1-(methoxycarbonyl)piperidine-4-carboxylic acid), N1(C=NC=C1)C(=O)N1C=NC=C1 (di(1H-imidazol-1-yl)methanone), C(C)OC(CC(=O)[O-])=O.[K+] (potassium 3-ethoxy-3-oxopropanoate), Cl (HCl). Solvent: CN1C(CNC2=C1C(=O)N=C(N2)N)CNC3=CC=C(C=C3)C(=O)NC(CCC(=O)O)C(=O)O (methyl THF), CN1C(CNC2=C1C(=O)N=C(N2)N)CNC3=CC=C(C=C3)C(=O)NC(CCC(=O)O)C(=O)O (methyl THF), O (water), CC(C)(C)OC (MTBE). Run at time 45 minute. The product is FC1=C(C[C@@H]2N(CC[C@H](C2)C(CC(=O)OCC)=O)C(=O)OC)C(=CC=C1)F (Trans-methyl 2-(2,6-difluorobenzyl)-4-(3-ethoxy-3-oxopropanoyl)piperidine-1-carboxylate), FC1=C(C[C@@H]2N(CC[C@@H](C2)C(CC(=O)OCC)=O)C(=O)OC)C(=CC=C1)F (cis-methyl 2-(2,6-difluorobenzyl)-4-(3-ethoxy-3-oxopropanoyl)piperidine-1-carboxylate). The yield is 41.0%. As a reaction SMILES: [F:1][C:2]1[CH:21]=[CH:20][CH:19]=[C:18]([F:22])[C:3]=1[CH2:4][CH:5]1[CH2:10][CH:9]([C:11]([OH:13])=O)[CH2:8][CH2:7][N:6]1[C:14]([O:16][CH3:17])=[O:15].N1(C(N2C=CN=C2)=O)C=CN=C1.[CH2:35]([O:37][C:38](=[O:43])[CH2:39][C:40]([O-:42])=O)[CH3:36].[K+].Cl>CN1C2C(N=C(N)NC=2NCC1CNC1C=CC(C(NC(C(O)=O)CCC(O)=O)=O)=CC=1)=O.O.CC(OC)(C)C>[F:22][C:18]1[CH:19]=[CH:20][CH:21]=[C:2]([F:1])[C:3]=1[CH2:4][C@H:5]1[CH2:10][C@H:9]([C:11](=[O:13])[CH2:39][C:38]([O:37][CH2:35][CH3:36])=[O:43])[CH2:8][CH2:7][N:6]1[C:14]([O:16][CH3:17])=[O:15].[F:1][C:2]1[CH:21]=[CH:20][CH:19]=[C:18]([F:22])[C:3]=1[CH2:4][C@H:5]1[CH2:10][C@@H:9]([C:40](=[O:42])[CH2:39][C:38]([O:37][CH2:35][CH3:36])=[O:43])[CH2:8][CH2:7][N:6]1[C:14]([O:16][CH3:17])=[O:15] |f:2.3|. Procedure details: 2-(2,6-Difluorobenzyl)-1-(methoxycarbonyl)piperidine-4-carboxylic acid (4.72 g, 15.07 mmol) (reference compound 55) was dissolved in methyl THF (108 mL) and di(1H-imidazol-1-yl)methanone (3.66 g, 22.60 mmol) was added. The suspension was stirred at room temperature for 3 h 45 min under nitrogen (flask 1). In a separate flask was to a suspension of potassium 3-ethoxy-3-oxopropanoate (4.62 g, 27.12 mmol) in methyl THF (108 mL) magnesium chloride (2.58 g, 27.12 mmol) added. The suspension was stirr...